This data is from the Open Reaction Database (ORD), a public repository of structured organic reaction records. The task is: describe an organic reaction: reactants, conditions, products, and yield The reactants are O (Water), C(C)(C)(C)C1=NN(C(=C1)N)C (3-tert-butyl-1-methyl-1H-pyrazole-5-amine), N1=CC=CC=C1 (pyridine), ClC(=O)OCC(Cl)(Cl)Cl (2,2,2-trichloroethyl chloroformate). Solvent: O1CCCC1 (tetrahydrofuran). Conditions: time 2 hour. The product is C(C)(C)(C)C1=NN(C(=C1)NC(OCC(Cl)(Cl)Cl)=O)C (2,2,2-Trichloroethyl (3-tert-butyl-1-methyl-1H-pyrazol-5-yl)carbamate). Yield: 86.3%. RXN SMILES: [C:1]([C:5]1[CH:9]=[C:8]([NH2:10])[N:7]([CH3:11])[N:6]=1)([CH3:4])([CH3:3])[CH3:2].N1C=CC=CC=1.Cl[C:19]([O:21][CH2:22][C:23]([Cl:26])([Cl:25])[Cl:24])=[O:20].O>O1CCCC1>[C:1]([C:5]1[CH:9]=[C:8]([NH:10][C:19](=[O:20])[O:21][CH2:22][C:23]([Cl:26])([Cl:25])[Cl:24])[N:7]([CH3:11])[N:6]=1)([CH3:4])([CH3:2])[CH3:3]. Procedure: To a solution of 3-tert-butyl-1-methyl-1H-pyrazole-5-amine (500 g, 3.26 mmol) and pyridine (0.310 ml, 3.92 mmol) in tetrahydrofuran (11 ml) was added 2,2,2-trichloroethyl chloroformate (0.542 ml, 3.92 mmol) with ice-cooling, and the mixture was stirred at room temperature for 2 hours. Water was poured into the reaction solution, and the mixture was extracted with ethyl acetate. The extract was washed with water and dried over anhydrous magnesium sulfate, and the solvent was distilled off under r...